This data is from the Open Reaction Database (ORD), a public repository of structured organic reaction records. The task is: describe an organic reaction: reactants, conditions, products, and yield Reactants: ClC1=CC=C(C=C1)C1=N[C@]2(C=3N(C4=C1C(=C(S4)C)C)C(=NN3)C)[C@@H](C2)COC ((1S,2R)-4′-(4-chlorophenyl)-2-(methoxymethyl)-2′,3′,9′-trimethylspiro[cyclopropane-1,6′-thieno[3,2-f][1,2,4]triazolo[4,3-a][1,4]diazepine]), ClC1=CC=C(C=C1)C=1C2=C(NC(C3(N1)CC3)=O)SN=C2C (4′-(4-chlorophenyl)-3′-methylspiro[cyclopropane-1,6′-isothiazolo[5,4-e][1,4]diazepin]-7′(8′H)-one). Yields the product ClC1=CC=C(C=C1)C1=NC2(C=3N(C4=C1C(=NS4)C)C(=NN3)C)CC2 (4′-(4-Chlorophenyl)-3′,9′-dimethylspiro[cyclopropane-1,6′-isothiazolo[4,5-f][1,2,4]triazolo[4,3-a][1,4]diazepine]). RXN SMILES: [Cl:1][C:2]1[CH:7]=[CH:6][C:5]([C:8]2[C:14]3[C:15](C)=[C:16](C)[S:17][C:13]=3[N:12]3[C:20]([CH3:23])=[N:21][N:22]=[C:11]3[C@@:10]3([CH2:25][C@H:24]3COC)[N:9]=2)=[CH:4][CH:3]=1.ClC1C=CC(C2C3C(C)=NSC=3[NH:39]C(=O)C3(CC3)N=2)=CC=1>>[Cl:1][C:2]1[CH:3]=[CH:4][C:5]([C:8]2[C:14]3[C:15]([CH3:16])=[N:39][S:17][C:13]=3[N:12]3[C:20]([CH3:23])=[N:21][N:22]=[C:11]3[C:10]3([CH2:25][CH2:24]3)[N:9]=2)=[CH:6][CH:7]=1. Reported procedure: A procedure analogous to that set forth for Compound 202 was followed, with the exception that 4′-(4-chlorophenyl)-3′-methylspiro[cyclopropane-1,6′-isothiazolo[5,4-e][1,4]diazepin]-7′(8′H)-one was used as starting material. LRMS (M+H)+: 356 m/z. 1H NMR (400 MHz, DMSO-d6) δ 7.25-7.65 (m, 4H), 2.62 (br. s., 3H), 1.91 (s, 3H), 1.85-1.89 (m, 2H), 1.78-1.82 (m, 2H). Starting materials: C(C(F)(F)F)(C(F)(F)F)O (hexafluoro-2-propanol), FF (fluorine). Product: FC(C(C(F)(F)F)F)(F)F (1,1,1,2,3,3,3 heptafluoropropane). Isolated yield 90.0%. As a reaction SMILES: [CH:1](O)([C:6]([F:9])([F:8])[F:7])[C:2]([F:5])([F:4])[F:3].[F:11]F>>[F:3][C:2]([F:5])([F:4])[CH:1]([F:11])[C:6]([F:9])([F:8])[F:7]. Procedure details: A vapor plug flow reactor ½″ diameter×3′ long Monel® pipe is fed with 1 g/min of the hexafluoro-2-propanol and 150 cc/min of elemental fluorine at ambient conditions to produce 1,1,1,2,3,3,3 heptafluoropropane in greater than 90% yield. The reactants are O=C(Cl)c1ccccc1, O=C([O-])O, O=C([O-])[O-], O=C(O)CN(CCN(CC(=O)O)CC(=O)O)CC(=O)O, C1CCOC1, [Cu+2], NCCCCC(N)C(=O)O, [Na+], O. Product: NC(CCCCNC(=O)c1ccccc1)C(=O)O. As a reaction SMILES: [C:11]([c:12]1[cH:13][cH:14][cH:15][cH:16][cH:17]1)(=[O:18])[Cl:19].[C:20](=[O:21])([OH:22])[O-:23].[C:51](=[O:52])([O-:53])[O-:54].[CH2:25]([N:26]([CH2:27][C:28]([OH:29])=[O:30])[CH2:31][C:32]([OH:33])=[O:34])[CH2:35][N:36]([CH2:37][C:38]([OH:39])=[O:40])[CH2:41][C:42]([OH:43])=[O:44].[CH2:46]1[O:47][CH2:48][CH2:49][CH2:50]1.[Cu+2:55].[NH2:1][CH2:2][CH2:3][CH2:4][CH2:5][CH:6]([NH2:7])[C:8]([OH:9])=[O:10].[Na+:24].[OH2:45]>>[NH:1]([CH2:2][CH2:3][CH2:4][CH2:5][CH:6]([NH2:7])[C:8]([OH:9])=[O:10])[C:11]([c:12]1[cH:13][cH:14][cH:15][cH:16][cH:17]1)=[O:18].